Dataset: the Open Reaction Database (ORD), a public repository of structured organic reaction records. Task: describe an organic reaction: reactants, conditions, products, and yield Reactants: FC(C=1C=C(CCl)C=CC1)(F)F (m-trifluoromethylbenzyl chloride), [C-]#N.[Na+] (sodium cyanide), CS(=O)C (dimethylsulfoxide). Run in O (water). Product: FC(C=1C=C(C=CC1)CC#N)(F)F (2-(3-trifluoromethylphenyl)acetonitrile). Yield: 107.1%. Reaction SMILES: [F:1][C:2]([F:12])([F:11])[C:3]1[CH:4]=[C:5]([CH:8]=[CH:9][CH:10]=1)[CH2:6]Cl.[C-:13]#[N:14].[Na+].CS(C)=O>O>[F:1][C:2]([F:12])([F:11])[C:3]1[CH:4]=[C:5]([CH2:6][C:13]#[N:14])[CH:8]=[CH:9][CH:10]=1 |f:1.2|. Reported procedure: A mixture of 12.0 g (61.5 mmole) m-trifluoromethylbenzyl chloride, 9.56 g (195 mmole) sodium cyanide and 60 ml dimethylsulfoxide was heated at 50° to 80° C. for four hours and poured into water. The aqueous mixture was extracted with methylene chloride, the extracts dried over sodium sulfate and the solvent evaporated in vacuo to give 12.2 g of yellow oil which was used in the next step. 1H-NMR(CDCl3)ppm(delta): 3.80 (s, 2H), 7.60 (s, 4H). Reactants: C1(OCCC2=CC=CC=C12)CCO ((-)-2-(isochroman-1-yl)ethanol), N1(CCNCCC1)C1=CC=C(C=C1)S(=O)(=O)N (4-(homopiperazin-1-yl)benzenesulfonamide), N1(CCNCC1)C1=CC=C(C=C1)S(=O)(=O)N (4-(piperazin-1-yl)benzenesulfonamide), ClCCC1OCC(C2=CC=CC=C12)C (1-(2-chloroethyl)-4-methyl-isochroman), C1(=CC=CC=C1)C[C@@H]1N(C(OC1)=O)C(C(C)C1=CC=CC=C1)=O ((4S)-4-(phenylmethyl)-3-(2-phenylpropionyl)-2-oxazolidinone). The product is [C@H]1(OCCC2=CC=CC=C12)CCN1CCN(CCC1)C1=CC=C(C=C1)S(=O)(=O)N ((S)-(-)-4-[4-[2-(Isochroman-1-yl)ethyl]homopiperazin-1-yl]benzenesulfonamide). Reaction SMILES: [CH:1]1([CH2:11][CH2:12]O)[C:10]2[C:5](=[CH:6][CH:7]=[CH:8][CH:9]=2)[CH2:4][CH2:3][O:2]1.[N:14]1([C:21]2[CH:26]=[CH:25][C:24]([S:27]([NH2:30])(=[O:29])=[O:28])=[CH:23][CH:22]=2)[CH2:20][CH2:19][CH2:18][NH:17][CH2:16][CH2:15]1.N1(C2C=CC(S(N)(=O)=O)=CC=2)CCNCC1.ClCCC1C2C(=CC=CC=2)C(C)CO1.C1(C[C@H]2COC(=O)N2C(=O)C(C2C=CC=CC=2)C)C=CC=CC=1>>[C@H:1]1([CH2:11][CH2:12][N:17]2[CH2:18][CH2:19][CH2:20][N:14]([C:21]3[CH:22]=[CH:23][C:24]([S:27]([NH2:30])(=[O:29])=[O:28])=[CH:25][CH:26]=3)[CH2:15][CH2:16]2)[C:10]2[C:5](=[CH:6][CH:7]=[CH:8][CH:9]=2)[CH2:4][CH2:3][O:2]1. Procedure: Following the general procedure for EXAMPLE 48 and making non-critical variations (-)-2-(isochroman-1-yl)ethanol (LXXIX) and 4-(homopiperazin-1-yl)benzenesulfonamide (IV; prepared from 4-fluorobenzenesulfonamide (III) and homopiperazine (II, Aldrich) by the method of EXAMPLE 47 Step 1) give the title compound, MS (m/z) 415; [α]D -50° (c 0.9996, methylene chloride); IR (mineral oil) 1153, 1595, 1102, 1511 and 1316 cm-1. Starting materials: CI, CN(C)C=O, COC(=O)c1ccc(CNC(=O)OC(C)(C)C)c(C)c1, [H-], [Na+]. The product is COC(=O)c1ccc(CN(C)C(=O)OC(C)(C)C)c(C)c1. Reaction SMILES: [CH3:23][I:24].[CH3:25][N:26]([CH3:27])[CH:28]=[O:29].[CH3:3][O:4][C:5]([c:6]1[cH:7][c:8]([CH3:21])[c:9]([CH2:12][NH:13][C:14](=[O:15])[O:16][C:17]([CH3:18])([CH3:19])[CH3:20])[cH:10][cH:11]1)=[O:22].[H-:1].[Na+:2]>>[CH3:3][O:4][C:5]([c:6]1[cH:7][c:8]([CH3:21])[c:9]([CH2:12][N:13]([C:14](=[O:15])[O:16][C:17]([CH3:18])([CH3:19])[CH3:20])[CH3:23])[cH:10][cH:11]1)=[O:22]. Starting materials: C1(=CC=CC=C1)C=1N=CNC1 (4-Phenylimidazole), [OH-].[Na+] (sodium hydroxide), C([O-])([O-])=O.[Na+].[Na+] (sodium carbonate), [N+](=O)(O)[O-] (nitric acid), ice. The solvent is S(O)(O)(=O)=O (Sulfuric acid). Conditions: temperature 0 celsius, time 20 minute. Yields the product [N+](=O)([O-])C1=CC=C(C=C1)C=1N=CNC1 (4-(4-Nitro-phenyl)-1H-imidazole). The yield is 44.1%. RXN SMILES: [C:1]1([C:7]2[N:8]=[CH:9][NH:10][CH:11]=2)[CH:6]=[CH:5][CH:4]=[CH:3][CH:2]=1.[N+:12]([O-])([OH:14])=[O:13].[OH-].[Na+].C(=O)([O-])[O-].[Na+].[Na+]>S(=O)(=O)(O)O>[N+:12]([C:4]1[CH:3]=[CH:2][C:1]([C:7]2[N:8]=[CH:9][NH:10][CH:11]=2)=[CH:6][CH:5]=1)([O-:14])=[O:13] |f:2.3,4.5.6|. Procedure: Sulfuric acid (95-98%, 250 mL) is placed in a 1 L 4-neck round bottomed flask equipped with mechanical stirrer, thermometer and cooled to 0° C. 4-Phenylimidazole (87.2 g, 0.606 mol) is added in portions to keep the temperature under 10° C. The starting material is dissolved completely after stirring for 20 minutes. The mixture is cooled to 0° C., fuming nitric acid (28.42 mL, 0.606 mol) is added dropwise to keep the temperature at 0-5° C. The addition took about 1.5 h. After stirring at 0° C. fo... Starting materials: O (Water), C(C)N1N=CC=C1N (1-Ethyl-1H-pyrazol-5-amine), IC(C)C (2-iodopropane), [H-].[Na+] (Sodium hydride). The solvent is C(C)(=O)OCC (ethyl acetate), C1CCOC1 (THF). Product: C(C)N1N=CC=C1NC(C)C (1-ethyl-N-isopropyl-1H-pyrazol-5-amine). Yield: 50.8%. As a reaction SMILES: [CH2:1]([N:3]1[C:7]([NH2:8])=[CH:6][CH:5]=[N:4]1)[CH3:2].[H-].[Na+].I[CH:12]([CH3:14])[CH3:13].O>C1COCC1.C(OCC)(=O)C>[CH2:1]([N:3]1[C:7]([NH:8][CH:12]([CH3:14])[CH3:13])=[CH:6][CH:5]=[N:4]1)[CH3:2] |f:1.2|. Procedure details: 1-Ethyl-1H-pyrazol-5-amine (0.7 g, 6.3 mmol) was dissolved in THF (5 ml). Sodium hydride (0.5 g, 60% dispersion in mineral oil, 12.6 mmol) was added and the mixture stirred for 10 m. 2-iodopropane (0.82 g, 8.2 mmol) was added and the mixture stirred for 16 h. Water (50 ml) and ethyl acetate (100 ml) were added. The phases were separated and the aqueous phase was extracted with ethyl acetate (2×75 ml). The combined organic phases were washed with a saturated aqueous sodium chloride solution (30 m...